The task is: describe an organic reaction: reactants, conditions, products, and yield. This data is from the Open Reaction Database (ORD), a public repository of structured organic reaction records. Reactants: ClC1=CC=C(C=C1)C(O)(C=1NC=CN1)C1=CC=C(C=C1)Cl (α,α-bis(p-chlorophenyl)imidazole-2-methanol), CI (methyl iodide), C1([N+](=O)[O-])=CC([N+](=O)[O-])=CC([N+](=O)[O-])=C1O (picric acid), [I-].[K+] (potassium iodide), [OH-].[Na+] (sodium hydroxide). The solvent is C(C)#N (acetonitrile), C(C)#N (acetonitrile). Run at time 1 hour. Product: ClC1=CC=C(C=C1)C(O)(C=1N(C=CN1)C)C1=CC=C(C=C1)Cl (α,α-Bis(p-chlorophenyl)-1-methylimidazole-2-methanol). RXN SMILES: [Cl:1][C:2]1[CH:7]=[CH:6][C:5]([C:8]([C:15]2[CH:20]=[CH:19][C:18]([Cl:21])=[CH:17][CH:16]=2)([C:10]2[NH:11][CH:12]=[CH:13][N:14]=2)[OH:9])=[CH:4][CH:3]=1.[C:22]1(C(O)=C([N+]([O-])=O)C=C([N+]([O-])=O)C=1)[N+]([O-])=O.[I-].[K+].[OH-].[Na+].CI>C(#N)C>[Cl:1][C:2]1[CH:3]=[CH:4][C:5]([C:8]([C:15]2[CH:20]=[CH:19][C:18]([Cl:21])=[CH:17][CH:16]=2)([C:10]2[N:14]([CH3:22])[CH:13]=[CH:12][N:11]=2)[OH:9])=[CH:6][CH:7]=1 |f:2.3,4.5|. Procedure details: To a suspension of 9.6 g (0.030 mol) of α,α-bis(p-chlorophenyl)imidazole-2-methanol (prepared according to Example III) in 100 ml. of acetonitrile, 500 mg of picric acid, 300 mg of potassium iodide and 1.45 g (0.036 mol) of sodium hydroxide were added at 60° C. The reaction mixture was stirred for one hour and then 4.7 g (0.033 mol) of methyl iodide in 25 ml. of acetonitrile were added dropwise at 55° C. The mixture was refluxed for four hours, the solvent was distilled off and the residue was e... The reactants are C(C)C1=CC(=NN1C)C(=O)N (5-Ethyl-1-methyl-1H-pyrazole-3-carboxamide), P(=O)(Cl)(Cl)Cl (phosphorous oxychloride). The product is C(C)C1=CC(=NN1C)C#N (5-ethyl-1-methyl-1H-pyrazole-3-carbonitrile). Yield: 79.3%. As a reaction SMILES: [CH2:1]([C:3]1[N:7]([CH3:8])[N:6]=[C:5]([C:9]([NH2:11])=O)[CH:4]=1)[CH3:2].P(Cl)(Cl)(Cl)=O>>[CH2:1]([C:3]1[N:7]([CH3:8])[N:6]=[C:5]([C:9]#[N:11])[CH:4]=1)[CH3:2]. Reported procedure: 5-Ethyl-1-methyl-1H-pyrazole-3-carboxamide (3.8 g, 25 mmol) was treated with phosphorous oxychloride (18 mL, 0.19 mol) according to the method described in Part C of Example 8 to provide 2.68 g of 5-ethyl-1-methyl-1H-pyrazole-3-carbonitrile as a yellow oil. Reactants: Nc1cccc(Br)c1, C#C[Si](C)(C)C, CN(C)C(=N)N(C)C, CN(C)C=O, Cl[Cu], O, Cl[Pd]Cl. The product is C#Cc1cccc(N)c1. As a reaction SMILES: [Br:1][c:2]1[cH:3][c:4]([NH2:5])[cH:6][cH:7][cH:8]1.[CH3:14][Si:15]([CH3:16])([CH3:17])[C:18]#[CH:19].[CH3:20][N:21]([CH3:22])[C:23]([N:24]([CH3:25])[CH3:26])=[NH:27].[CH3:9][N:10]([CH3:11])[CH:12]=[O:13].[Cu:28][Cl:29].[OH2:33].[Pd:30]([Cl:31])[Cl:32]>>[c:2]1([C:18]#[CH:19])[cH:3][c:4]([NH2:5])[cH:6][cH:7][cH:8]1. Reactants: NC1=NC=C(C(=N1)Cl)CC1=CC(=C(C(=C1)OC)OC)OC (2-amino-4-chloro-5-(3,4,5-trimethoxybenzyl)-pyrimidine), NO (hydroxylamine), Cl.NO (hydroxylamine-hydrochloride), [Na] (sodium). Run in CO (methanol). Reaction conditions: time 48 hour. Yields the product NC1=NC=C(C(=N1)NO)CC1=CC(=C(C(=C1)OC)OC)OC (2-amino-4-(hydroxyamino)-5-(3,4,5-trimethoxybenzyl)-pyrimidine). As a reaction SMILES: [NH2:1][C:2]1[N:7]=[C:6](Cl)[C:5]([CH2:9][C:10]2[CH:15]=[C:14]([O:16][CH3:17])[C:13]([O:18][CH3:19])=[C:12]([O:20][CH3:21])[CH:11]=2)=[CH:4][N:3]=1.[NH2:22][OH:23].Cl.NO.[Na]>CO>[NH2:1][C:2]1[N:7]=[C:6]([NH:22][OH:23])[C:5]([CH2:9][C:10]2[CH:15]=[C:14]([O:16][CH3:17])[C:13]([O:18][CH3:19])=[C:12]([O:20][CH3:21])[CH:11]=2)=[CH:4][N:3]=1 |f:2.3,^1:26|. Reported procedure: 3 g of 2-amino-4-chloro-5-(3,4,5-trimethoxybenzyl)-pyrimidine is added to a methanolic hydroxylamine solution prepared from 1.4 g of hydroxylamine-hydrochloride, 0.46 g of sodium and 50 ml of absolute methanol. The mixture is stirred for 48 hours at 40°; it is subsequently concentrated in vacuo and the residue is recrystallised from butanol to obtain 2-amino-4-(hydroxyamino)-5-(3,4,5-trimethoxybenzyl)-pyrimidine, M.P. 208°-210°, which is identical to the product described in Example 2. Reactants: COc1cccc2c1c(NS(=O)(=O)c1ccc(Cl)s1)nn2C(=O)OC(C)(C)C, ClCCl, O=C(O)C(F)(F)F. The product is COc1cccc2[nH]nc(NS(=O)(=O)c3ccc(Cl)s3)c12. RXN SMILES: [Cl:1][c:2]1[cH:3][cH:4][c:5]([S:7](=[O:8])(=[O:9])[NH:10][c:11]2[n:12][n:13]([C:22]([O:23][C:24]([CH3:25])([CH3:26])[CH3:27])=[O:28])[c:14]3[cH:15][cH:16][cH:17][c:18]([O:20][CH3:21])[c:19]23)[s:6]1.[Cl:36][CH2:37][Cl:38].[F:29][C:30]([F:31])([F:32])[C:33]([OH:34])=[O:35]>>[Cl:1][c:2]1[cH:3][cH:4][c:5]([S:7](=[O:8])(=[O:9])[NH:10][c:11]2[n:12][nH:13][c:14]3[cH:15][cH:16][cH:17][c:18]([O:20][CH3:21])[c:19]23)[s:6]1. The reactants are CO, Cl, CCOC(=O)C(F)(c1ccc(Cl)cc1)C(C)C, [K+], [OH-], O. Yields the product CC(C)C(F)(C(=O)O)c1ccc(Cl)cc1. Reaction SMILES: [CH3:21][OH:22].[ClH:20].[F:1][C:2]([C:3](=[O:4])[O:5][CH2:6][CH3:7])([CH:8]([CH3:9])[CH3:10])[c:11]1[cH:12][cH:13][c:14]([Cl:17])[cH:15][cH:16]1.[K+:19].[OH-:18].[OH2:23]>>[F:1][C:2]([C:3](=[O:4])[OH:5])([CH:8]([CH3:9])[CH3:10])[c:11]1[cH:12][cH:13][c:14]([Cl:17])[cH:15][cH:16]1.